Dataset: the Open Reaction Database (ORD), a public repository of structured organic reaction records. Task: describe an organic reaction: reactants, conditions, products, and yield Reactants: C(CCC)NC([C@@H](C[C@@H]([C@H](C[C@H](CC1=CC(=C(C=C1)OCCCOC)OCCCOC)C(C)C)NC(=O)OC(C)(C)C)O)C)=O (5(S)-tert-butoxycarbonylamino-4(S)-hydroxy-7(S)-isopropyl-2(R)-methyl-8-[3,4-di(3-methoxypropyloxy)phenyl]-octanoic acid (N-butyl)amide), ( I ), ClCCl.CO (dichloromethane methanol). Product: Cl.C(CCC)NC([C@@H](C[C@@H]([C@H](C[C@H](CC1=CC(=C(C=C1)OCCCOC)OCCCOC)C(C)C)N)O)C)=O (5(S)-Amino-4(S)-hydroxy-7(S)-isopropyl-2(R)-methyl-8-[3,4-di(3-methoxy-propyloxy)phenyl]-octanoic acid (N-butyl)amide hydrochloride). As a reaction SMILES: [CH2:1]([NH:5][C:6](=[O:45])[C@H:7]([CH3:44])[CH2:8][C@H:9]([OH:43])[C@@H:10]([NH:35]C(OC(C)(C)C)=O)[CH2:11][C@@H:12]([CH:32]([CH3:34])[CH3:33])[CH2:13][C:14]1[CH:19]=[CH:18][C:17]([O:20][CH2:21][CH2:22][CH2:23][O:24][CH3:25])=[C:16]([O:26][CH2:27][CH2:28][CH2:29][O:30][CH3:31])[CH:15]=1)[CH2:2][CH2:3][CH3:4].[Cl:46]CCl.CO>>[ClH:46].[CH2:1]([NH:5][C:6](=[O:45])[C@H:7]([CH3:44])[CH2:8][C@H:9]([OH:43])[C@@H:10]([NH2:35])[CH2:11][C@@H:12]([CH:32]([CH3:33])[CH3:34])[CH2:13][C:14]1[CH:19]=[CH:18][C:17]([O:20][CH2:21][CH2:22][CH2:23][O:24][CH3:25])=[C:16]([O:26][CH2:27][CH2:28][CH2:29][O:30][CH3:31])[CH:15]=1)[CH2:2][CH2:3][CH3:4] |f:1.2,3.4|. Procedure: Analogously to Example 1, the title compound is prepared starting from 66 mg of 5(S)-tert-butoxycarbonylamino-4(S)-hydroxy-7(S)-isopropyl-2(R)-methyl-8-[3,4-di(3-methoxypropyloxy)phenyl]-octanoic acid (N-butyl)amide. This yields the tide compound: Rf (dichloromethane/methanol=9:1)=0.21; Rt (I)=40.0 minutes; FAB-MS (M+H)+ =539. Reaction SMILES: [CH3:1][CH:2]([CH2:3][AlH:4][CH2:5][CH:6]([CH3:7])[CH3:8])[CH3:9].[CH3:38][OH:39].[Cl-:36].[Cl:10][c:11]1[c:12]([CH2:26][n:27]2[n:28][n:29][c:30]([C:32](=[O:33])[O:34][CH3:35])[cH:31]2)[c:13]2[n:14][c:15]([O:24][CH3:25])[c:16]([O:22][CH3:23])[n:17][c:18]2[cH:19][c:20]1[Cl:21].[NH4+:37]>>[Cl:10][c:11]1[c:12]([CH2:26][n:27]2[n:28][n:29][c:30]([CH:32]=[O:33])[cH:31]2)[c:13]2[n:14][c:15]([O:24][CH3:25])[c:16]([O:22][CH3:23])[n:17][c:18]2[cH:19][c:20]1[Cl:21]. Reactants: CC(C)C[AlH]CC(C)C, CO, [Cl-], COC(=O)c1cn(Cc2c(Cl)c(Cl)cc3nc(OC)c(OC)nc23)nn1, [NH4+]. Yields the product COc1nc2cc(Cl)c(Cl)c(Cn3cc(C=O)nn3)c2nc1OC. The reactants are C[Si](ON)(C)C (O-trimethylsilylhydroxylamine), O1CCN(CC1)S(=O)(=O)N1CC2=CC=CC=C2CC1C(=O)O (2-(Morpholinosulfonyl)-1,2,3,4-tetrahydroisoquinoline-3-carboxylic Acid), CN1CCOCC1 (N-methylmorpholine), ClC(=O)OCC(C)C (isobutyl chloroformate), Cl (HCl). Solvent: O (water), C1CCOC1 (THF). Run at time 30 minute. The product is O1CCN(CC1)S(=O)(=O)N1CC2=CC=CC=C2CC1C(=O)NO (2-(Morpholinosulfonyl)-1,2,3,4-tetrahydroisoquinoline-3-hydroxamic Acid). Reaction SMILES: [O:1]1[CH2:6][CH2:5][N:4]([S:7]([N:10]2[CH:19]([C:20]([OH:22])=O)[CH2:18][C:17]3[C:12](=[CH:13][CH:14]=[CH:15][CH:16]=3)[CH2:11]2)(=[O:9])=[O:8])[CH2:3][CH2:2]1.CN1CCOCC1.ClC(OCC(C)C)=O.C[Si](C)(C)[O:40][NH2:41].Cl>C1COCC1.O>[O:1]1[CH2:6][CH2:5][N:4]([S:7]([N:10]2[CH:19]([C:20]([NH:41][OH:40])=[O:22])[CH2:18][C:17]3[C:12](=[CH:13][CH:14]=[CH:15][CH:16]=3)[CH2:11]2)(=[O:9])=[O:8])[CH2:3][CH2:2]1. Reported procedure: 2.3 g (7.5 mmol) of the carboxylic acid 26b are dissolved in 40 ml of absolute THF and, at −20° C., admixed successively with 1.2 g (12 mmol) of N-methylmorpholine and 1.1 g (7.5 mmol) of isobutyl chloroformate. After 30 min, the mixture is admixed with 3.9 g (37.5 mmol) of O-trimethylsilylhydroxylamine and stirred at RT for a further 5 h. 200 ml of water are added and the mixture is acidified with dilute HCl and extracted repeatedly with dichloromethane. The pooled organic phases are dried over... Reactants: C[O-].[Na+] (Sodium methoxide), CN(C=CC(=O)C1=CN=CN1C)C (5-(3-dimethylaminoprop-2-en-1-oyl)-1-methylimidazole), C(O)(O)=O.C1(=CC=CC=C1)NC(=N)N (phenylguanidine hydrogen carbonate). The solvent is CC(C)O (2-propanol). Product: N(C1=CC=CC=C1)C1=NC=CC(=N1)C1=CN=CN1C (2-Anilino-4-(1-methylimidazol-5-yl)pyrimidine). The yield is 64.0%. Reaction SMILES: C[O-].[Na+].CN(C)[CH:6]=[CH:7][C:8]([C:10]1[N:14]([CH3:15])[CH:13]=[N:12][CH:11]=1)=O.C(=O)(O)O.[C:21]1([NH:27][C:28]([NH2:30])=[NH:29])[CH:26]=[CH:25][CH:24]=[CH:23][CH:22]=1>CC(O)C>[NH:27]([C:28]1[N:30]=[C:8]([C:10]2[N:14]([CH3:15])[CH:13]=[N:12][CH:11]=2)[CH:7]=[CH:6][N:29]=1)[C:21]1[CH:26]=[CH:25][CH:24]=[CH:23][CH:22]=1 |f:0.1,3.4|. Reported procedure: Sodium methoxide (2.63 g, 48.7 mmol) was added to a solution of 5-(3-dimethylaminoprop-2-en-1-oyl)-1-methylimidazole Method 4; 2.91 g, 16.2 mmol) and phenylguanidine hydrogen carbonate (3.52 g, 17.9 mmol) in 2-propanol (14 ml) and the reaction mixture heated at reflux for 3 hours. The reaction mixture was allowed to cool and partitioned between EtOAc and saturated aqueous sodium, hydrogen carbonate solution. The organic phase was separated, dried and the solvent removed by evaporation. The resid... Yields the product NC1=C(C2=C(SC3=C2C=CC=C3)C=C1)C (2-Amino-1-methyldibenzothiophene). Run in C(C)O (ethanol). As a reaction SMILES: [CH3:1][C:2]1[C:10]2[C:9]3[CH:11]=[CH:12][CH:13]=[CH:14][C:8]=3[S:7][C:6]=2[CH:5]=[CH:4][C:3]=1[N+:15]([O-])=O.CCOC(C)=O>C(O)C.[Pd]>[NH2:15][C:3]1[CH:4]=[CH:5][C:6]2[S:7][C:8]3[CH:14]=[CH:13][CH:12]=[CH:11][C:9]=3[C:10]=2[C:2]=1[CH3:1]. Reactants: CC1=C(C=CC=2SC3=C(C21)C=CC=C3)[N+](=O)[O-] (1-Methyl-2-nitrodibenzothiophene), CCOC(=O)C (EtOAc). Procedure details: 1-Methyl-2-nitrodibenzothiophene (Method 11; 0.855 g, 3.52 mmol) was stirred in ethanol (50 ml) and EtOAc (50 ml) under an argon atmosphere. 10% Palladium on carbon (0.09 g) was added to the solution and the reaction mixture was stirred under a hydrogen atmosphere at room temperature for 3 h. The mixture was filtered through diatomaceous earth and washed with EtOAc before the filtrate was evaporated in vacuo. The crude product was purified by flash chromatography eluting with 50% DCM/iso-hexane-... Reagents/catalysts: [Pd] (Palladium on carbon). Reaction conditions: time 3 hour.